Task: describe an organic reaction: reactants, conditions, products, and yield. Dataset: the Open Reaction Database (ORD), a public repository of structured organic reaction records Reactants: [I-].[K+] (Potassium iodide), BrC1=CC(=C(C=C1)NC1=C(C=2N(C=C1C=1OC(=NN1)CCl)C=CN2)Cl)F ((4-Bromo-2-fluoro-phenyl)-[8-chloro-6-(5-chloromethyl-[1,3,4]oxadiazol-2-yl)-imidazo[1,2-a]pyridin-7-yl]-amine), N (ammonia). Solvent: O1CCCC1 (tetrahydrofuran). Conditions: time 16 hour. Yields the product NCC1=NN=C(O1)C=1C(=C(C=2N(C1)C=CN2)Cl)NC2=C(C=C(C=C2)Br)F ([6-(5-aminomethyl-[1,3,4]oxadiazol-2-yl)-8-chloroimidazo[1,2-a]pyridin-7-yl]-(4-bromo-2-fluorophenyl)-amine). Isolated yield 71.6%. As a reaction SMILES: [Br:1][C:2]1[CH:7]=[CH:6][C:5]([NH:8][C:9]2[C:14]([C:15]3[O:16][C:17]([CH2:20]Cl)=[N:18][N:19]=3)=[CH:13][N:12]3[CH:22]=[CH:23][N:24]=[C:11]3[C:10]=2[Cl:25])=[C:4]([F:26])[CH:3]=1.[I-].[K+].[NH3:29]>O1CCCC1>[NH2:29][CH2:20][C:17]1[O:16][C:15]([C:14]2[C:9]([NH:8][C:5]3[CH:6]=[CH:7][C:2]([Br:1])=[CH:3][C:4]=3[F:26])=[C:10]([Cl:25])[C:11]3[N:12]([CH:22]=[CH:23][N:24]=3)[CH:13]=2)=[N:19][N:18]=1 |f:1.2|. Reported procedure: (4-Bromo-2-fluoro-phenyl)-[8-chloro-6-(5-chloromethyl-[1,3,4]oxadiazol-2-yl)-imidazo[1,2-a]pyridin-7-yl]-amine (38 mg, 0.083 mmol) was dissolved in tetrahydrofuran (1 mL). Potassium iodide (14 mg, 0.083 mmol) was added and then ammonia (7 M solution in methanol, 0.30 mL, 2.08 mmol). The reaction mixture was stirred at room temperature for 16 hours. The solvent was removed under reduced pressure and the crude product was purified by flash column chromatography (gradient of 20:1 dichloromethane/me... The reactants are lithium enolate, C(C)(=O)N1CCOCC1 (N-acetyl morpholine), OC1=C(C(=O)OC)C=CC=C1OS(=O)(=O)C(F)(F)F (methyl 2-hydroxy-3-trifluoromethanesulfonyloxy-benzoate), FC(S(=O)(=O)OS(=O)(=O)C(F)(F)F)(F)F (trifluormethanesulfonic anhydride). Product: N1(CCOCC1)C=1OC2=C(C(C1)=O)C=CC=C2OS(=O)(=O)C(F)(F)F (2-(4-morpholinyl)-8-trifluoromethanesulfonyloxy-4H-1-benzopyran-4-one). As a reaction SMILES: [C:1]([N:4]1[CH2:9][CH2:8][O:7][CH2:6][CH2:5]1)(=[O:3])[CH3:2].O[C:11]1[C:20]([O:21][S:22]([C:25]([F:28])([F:27])[F:26])(=[O:24])=[O:23])=[CH:19][CH:18]=[CH:17][C:12]=1[C:13](OC)=[O:14].FC(F)(F)S(OS(C(F)(F)F)(=O)=O)(=O)=O>>[N:4]1([C:1]2[O:3][C:11]3[C:20]([O:21][S:22]([C:25]([F:26])([F:27])[F:28])(=[O:23])=[O:24])=[CH:19][CH:18]=[CH:17][C:12]=3[C:13](=[O:14])[CH:2]=2)[CH2:9][CH2:8][O:7][CH2:6][CH2:5]1. Procedure details: Condensation of the lithium enolate of N-acetyl morpholine (2.2 ml) with methyl 2-hydroxy-3-trifluoromethanesulfonyloxy-benzoate (3.56 g, 11.9 mmol) yielded the salicylacatamide (3.6 g). Cyclodehydration of the product with trifluormethanesulfonic anhydride (5.5 ml) as described above yielded the product as a colourless solid (1.21 g).